Dataset: the Open Reaction Database (ORD), a public repository of structured organic reaction records. Task: describe an organic reaction: reactants, conditions, products, and yield The reactants are COc1cc2c(cc1OC)C(=O)C(CC1CCN(Cc3ccccc3)CC1)C2, CC(C)=O, O=P(O)(O)O. The product is COc1cc2c(cc1OC)C(=O)C(CC1CCN(Cc3ccccc3)CC1)C2, O=P([O-])([O-])[O-]. As a reaction SMILES: [CH3:1][O:2][c:3]1[cH:4][c:5]2[c:24]([cH:25][c:26]1[O:27][CH3:28])[C:22](=[O:23])[CH:7]([CH2:8][CH:9]1[CH2:10][CH2:11][N:12]([CH2:15][c:16]3[cH:17][cH:18][cH:19][cH:20][cH:21]3)[CH2:13][CH2:14]1)[CH2:6]2.[CH3:34][C:35](=[O:36])[CH3:37].[P:29]([OH:30])([OH:31])([OH:32])=[O:33]>>[CH3:1][O:2][c:3]1[cH:4][c:5]2[c:24]([cH:25][c:26]1[O:27][CH3:28])[C:22](=[O:23])[CH:7]([CH2:8][CH:9]1[CH2:10][CH2:11][N:12]([CH2:15][c:16]3[cH:17][cH:18][cH:19][cH:20][cH:21]3)[CH2:13][CH2:14]1)[CH2:6]2.[P:29](=[O:30])([O-:31])([O-:32])[O-:33]. Reactants: CN(S(=O)(=O)OC1=C(C(=O)OC)C=CC=C1)C (Methyl 2-{[(dimethylamino)sulfonyl]oxy}benzoate), [Li+].[OH-] (LiOH). Solvent: O1CCOCC1 (1,4-dioxane). Reaction conditions: temperature 45 celsius, time 8 hour. Yields the product CN(S(=O)(=O)OC1=C(C(=O)O)C=CC=C1)C (2-{[(dimethyl-amino)sulfonyl]oxy}benzoic acid). Yield: 79.5%. As a reaction SMILES: [CH3:1][N:2]([CH3:17])[S:3]([O:6][C:7]1[CH:16]=[CH:15][CH:14]=[CH:13][C:8]=1[C:9]([O:11]C)=[O:10])(=[O:5])=[O:4].[Li+].[OH-]>O1CCOCC1>[CH3:1][N:2]([CH3:17])[S:3]([O:6][C:7]1[CH:16]=[CH:15][CH:14]=[CH:13][C:8]=1[C:9]([OH:11])=[O:10])(=[O:5])=[O:4] |f:1.2|. Procedure: Methyl 2-{[(dimethylamino)sulfonyl]oxy}benzoate (325.0 mg, 1.253 mmol) was dissolved in 2 ml of 1,4-dioxane and 2 ml of 1M LiOH was added. The resulting solution was shaken overnight at 45° C. The reaction mixture was washed with DCE and separated using a hydrophobic frit. The aqueous layer was acidified to give a white solid which was filtered and dried to afford 244.4 mg (80% yield) of 2-{[(dimethyl-amino)sulfonyl]oxy}benzoic acid.